From a dataset of the Open Reaction Database (ORD), a public repository of structured organic reaction records. describe an organic reaction: reactants, conditions, products, and yield Reactants: CC1=C(C=CC=2C(OCC21)=O)CCN2C(CNCC2)=O (1-[2-(4-Methyl-1-oxo-1,3-dihydro-2-benzofuran-5-yl)ethyl]piperazin-2-one), CC1=C(C=CC=2C(OCC21)=O)[C@@H]2OC2 (4-methyl-5-[(2S)-oxiran-2-yl]-2-benzofuran-1(3H)-one). Run in CCO (EtOH). Reaction conditions: temperature 100 celsius. Product: O[C@H](CN1CC(N(CC1)CCC1=C(C2=C(C(OC2)=O)C=C1)C)=O)C1=C(C2=C(C(OC2)=O)C=C1)C (4-[(2S)-2-hydroxy-2-(4-methyl-1-oxo-1,3-dihydro-2-benzofuran-5-yl)ethyl]-1-[2-(4-methyl-1-oxo-1,3-dihydro-2-benzofuran-5-yl)ethyl]piperazin-2-one). As a reaction SMILES: [CH3:1][C:2]1[C:10]2[CH2:9][O:8][C:7](=[O:11])[C:6]=2[CH:5]=[CH:4][C:3]=1[CH2:12][CH2:13][N:14]1[CH2:19][CH2:18][NH:17][CH2:16][C:15]1=[O:20].[CH3:21][C:22]1[C:30]2[CH2:29][O:28][C:27](=[O:31])[C:26]=2[CH:25]=[CH:24][C:23]=1[C@H:32]1[CH2:34][O:33]1>CCO>[OH:33][C@@H:32]([C:23]1[CH:24]=[CH:25][C:26]2[C:27](=[O:31])[O:28][CH2:29][C:30]=2[C:22]=1[CH3:21])[CH2:34][N:17]1[CH2:18][CH2:19][N:14]([CH2:13][CH2:12][C:3]2[CH:4]=[CH:5][C:6]3[C:7](=[O:11])[O:8][CH2:9][C:10]=3[C:2]=2[CH3:1])[C:15](=[O:20])[CH2:16]1. Procedure: A sealed tube containing 1-[2-(4-Methyl-1-oxo-1,3-dihydro-2-benzofuran-5-yl)ethyl]piperazin-2-one (60 mg, 0.19 mmol) and 4-methyl-5-[(2S)-oxiran-2-yl]-2-benzofuran-1(3H)-one dissolved in 1 mL of EtOH was heated to 100° C. overnight. After 16 hrs the solvent was removed and the material purified via flash chromatography to give desired product. LC-MS (IE, m/z): 465 [M+1]+. The reactants are CC(=O)OC(C)=O, COc1cnc(-c2ccc(F)cc2)nc1-c1cccc(O)c1, O, O=S(=O)(O)O. The product is COc1cnc(-c2ccc(F)cc2)nc1-c1cccc(OC(C)=O)c1. As a reaction SMILES: [CH3:28][C:29](=[O:30])[O:31][C:32](=[O:33])[CH3:34].[F:6][c:7]1[cH:8][cH:9][c:10](-[c:13]2[n:14][cH:15][c:16]([O:26][CH3:27])[c:17](-[c:19]3[cH:20][c:21]([OH:25])[cH:22][cH:23][cH:24]3)[n:18]2)[cH:11][cH:12]1.[OH2:35].[S:1](=[O:2])(=[O:3])([OH:4])[OH:5]>>[F:6][c:7]1[cH:8][cH:9][c:10](-[c:13]2[n:14][cH:15][c:16]([O:26][CH3:27])[c:17](-[c:19]3[cH:20][c:21]([O:25][C:29]([CH3:28])=[O:30])[cH:22][cH:23][cH:24]3)[n:18]2)[cH:11][cH:12]1. The reactants are C1(CCCCC1)ON1C(CC(CC1(C)C)O)(C)C (1-cyclohexyloxy-2,2,6,6-tetramethylpiperidin-4-ol), N(NC(=O)OC)C(=O)OC (dimethyl hydrazine-1,2-dicarboxylate). Reagents/catalysts: CCCC[O-].CCCC[O-].CCCC[O-].CCCC[O-].[Ti+4] (tetrabutyl titanate). Yields the product N(NC(=O)OC1CC(N(C(C1)(C)C)OC1CCCCC1)(C)C)C(=O)OC1CC(N(C(C1)(C)C)OC1CCCCC1)(C)C (Bis(1-cyclohexyloxy-2,2,6,6-tetramethylpiperidin-4-yl) Hydrazine-1,2-dicarboxylate). The yield is 54.5%. As a reaction SMILES: [CH:1]1([O:7][N:8]2[C:13]([CH3:15])([CH3:14])[CH2:12][CH:11]([OH:16])[CH2:10][C:9]2([CH3:18])[CH3:17])[CH2:6][CH2:5][CH2:4][CH2:3][CH2:2]1.[NH:19]([C:25]([O:27]C)=O)[NH:20][C:21]([O:23][CH3:24])=[O:22]>CCCC[O-].CCCC[O-].CCCC[O-].CCCC[O-].[Ti+4]>[NH:20]([C:21]([O:23][CH:24]1[CH2:15][C:13]([CH3:12])([CH3:14])[N:8]([O:7][CH:1]2[CH2:6][CH2:5][CH2:4][CH2:3][CH2:2]2)[C:9]([CH3:18])([CH3:17])[CH2:10]1)=[O:22])[NH:19][C:25]([O:16][CH:11]1[CH2:10][C:9]([CH3:18])([CH3:17])[N:8]([O:7][CH:1]2[CH2:2][CH2:3][CH2:4][CH2:5][CH2:6]2)[C:13]([CH3:14])([CH3:15])[CH2:12]1)=[O:27] |f:2.3.4.5.6|. Procedure details: The procedure of Example 1 is repeated using 24.1 g of 1-cyclohexyloxy-2,2,6,6-tetramethylpiperidin-4-ol, 6.67 g of dimethyl hydrazine-1,2-dicarboxylate and 1.5 g of tetrabutyl titanate to afford 14.6 g of the title compound as a white solid; mp 150°-152° C. The reactants are CCN(CC)CC1CN=C(N)O1, O=C=Nc1ccccc1, C1=NCCO1, c1ccccc1. Product: CCN(CC)CC1CN=C(NC(=O)Nc2ccccc2)O1. RXN SMILES: [NH2:1][C:2]1=[N:6][CH2:5][CH:4]([CH2:7][N:8]([CH2:9][CH3:10])[CH2:11][CH3:12])[O:3]1.[O:13]=[C:14]=[N:15][c:16]1[cH:17][cH:18][cH:19][cH:20][cH:21]1.[O:22]1[CH2:23][CH2:24][N:25]=[CH:26]1.[cH:27]1[cH:28][cH:29][cH:30][cH:31][cH:32]1>>[NH:1]([C:2]1=[N:6][CH2:5][CH:4]([CH2:7][N:8]([CH2:9][CH3:10])[CH2:11][CH3:12])[O:3]1)[C:14](=[O:13])[NH:15][c:16]1[cH:17][cH:18][cH:19][cH:20][cH:21]1. Starting materials: Cl (HCl), CO (MeOH), C(C=C)C=1C=C(C=NC1Cl)OC[C@H]1N(CCC1)C (5-allyl-6-chloro-3-(1-methyl-2-(S)-pyrrolidinylmethoxy)pyridine), Cl (hydrogen chloride), CI NH3. The solvent is CCOCC (Et2O). Product: Cl.C(C=C)C=1C=C(C=NC1Cl)OC[C@H]1N(CCC1)C (5-Allyl-6-chloro-3-(1-methyl-2-(S)-pyrrolidinylmethoxy)pyridine hydrochloride). RXN SMILES: [CH2:1]([C:4]1[CH:5]=[C:6]([O:11][CH2:12][C@@H:13]2[CH2:17][CH2:16][CH2:15][N:14]2[CH3:18])[CH:7]=[N:8][C:9]=1[Cl:10])[CH:2]=[CH2:3].Cl.CO>CCOCC>[ClH:10].[CH2:1]([C:4]1[CH:5]=[C:6]([O:11][CH2:12][C@@H:13]2[CH2:17][CH2:16][CH2:15][N:14]2[CH3:18])[CH:7]=[N:8][C:9]=1[Cl:10])[CH:2]=[CH2:3] |f:4.5|. Procedure details: To a solution of 5-allyl-6-chloro-3-(1-methyl-2-(S)-pyrrolidinylmethoxy)pyridine in Et2O was added hydrogen chloride (1.0 M in Et2O) carefully to afford the tittle compound: mp 150-152° C.; 1H NMR (D2O) δ 2.02-2.18 (m, 2H), 2.24 (m, 1H), 2.40 (m, 1H), 3.04 (s, 3H), 3.23 (m, 1H), 3.52 (d, 2H, J=6.5 Hz), 3.74 (m, 1H), 3.95 (m, 1H), 4.34 (dd, 1H, J=6.0, 11.5 Hz), 4.51 (dd, 1H, J=3.0, 11.0 Hz), 5.12 (dd, 1H, J=2.0, 17.5 Hz), 5.20 (dd, 1H, J=1.5, 10.0 Hz), 6.04 (m, 1H), 7.47 (d, 1H, J=3.0 Hz), 8.03 (... Reactants: BrC1=C(SC(=C1N(C)C)Br)C(=O)OCC (Ethyl 3,5-dibromo-4-(dimethylamino)thiophene-2-carboxylate), BrC1=C(SC(=C1N(C)C)Br)C(=O)OCC (Ethyl 3,5-dibromo-4-(dimethylamino)thiophene-2-carboxylate), C(C)O (ethanol), ClC1=CC=C(C=C1)B(O)O ((4-chlorophenyl)boronic acid), C([O-])([O-])=O.[K+].[K+] (potassium carbonate). The reagents and catalysts are C=1C=CC(=CC1)[P](C=2C=CC=CC2)(C=3C=CC=CC3)[Pd]([P](C=4C=CC=CC4)(C=5C=CC=CC5)C=6C=CC=CC6)([P](C=7C=CC=CC7)(C=8C=CC=CC8)C=9C=CC=CC9)[P](C=1C=CC=CC1)(C=1C=CC=CC1)C=1C=CC=CC1 (tetrakis(triphenylphosphine)palladium(0)). The solvent is C1(=CC=CC=C1)C (toluene). Conditions: temperature 25 celsius. Product: BrC1=C(SC(=C1N(C)C)C1=CC=C(C=C1)Cl)C(=O)OCC (Ethyl 3-bromo-5-(4-chlorophenyl)-4-(dimethylamino)thiophene-2-carboxylate). Yield: 76.6%. RXN SMILES: [Br:1][C:2]1[C:6]([N:7]([CH3:9])[CH3:8])=[C:5](Br)[S:4][C:3]=1[C:11]([O:13][CH2:14][CH3:15])=[O:12].C(O)C.[Cl:19][C:20]1[CH:25]=[CH:24][C:23](B(O)O)=[CH:22][CH:21]=1.C(=O)([O-])[O-].[K+].[K+]>C1(C)C=CC=CC=1.C1C=CC([P]([Pd]([P](C2C=CC=CC=2)(C2C=CC=CC=2)C2C=CC=CC=2)([P](C2C=CC=CC=2)(C2C=CC=CC=2)C2C=CC=CC=2)[P](C2C=CC=CC=2)(C2C=CC=CC=2)C2C=CC=CC=2)(C2C=CC=CC=2)C2C=CC=CC=2)=CC=1>[Br:1][C:2]1[C:6]([N:7]([CH3:9])[CH3:8])=[C:5]([C:23]2[CH:24]=[CH:25][C:20]([Cl:19])=[CH:21][CH:22]=2)[S:4][C:3]=1[C:11]([O:13][CH2:14][CH3:15])=[O:12] |f:3.4.5,^1:45,47,66,85|. Reported procedure: To a solution of Ethyl 3,5-dibromo-4-(dimethylamino)thiophene-2-carboxylate (compound 34c, 3.0 g, 8.40 mmol) in a mixture of toluene:ethanol (5 ml:30 ml) was added (4-chlorophenyl)boronic acid [1.44 g, 9.24 mmol] and potassium carbonate (2.32 g, 16.80 mmol) at 25° C. Nitrogen gas was bubbled through the reaction mixture for 15 minutes. To the reaction mixture was then added tetrakis(triphenylphosphine)palladium(0) (0.48 g, 0.42 mmol) under nitrogen atmosphere and the reaction mixture was heated ... Reactants: FC(C(=O)N(CCC)C1CC2=CC(=CC=C2CC1)OC)(F)F (2,2,2-trifluoro-N-(7-methoxy-1,2,3,4-tetrahydro-naphthalen-2-yl)-N-propyl-acetamide), B(Cl)(Cl)Cl (boron trichloride). Reagents/catalysts: [I-].C(CCC)[N+](CCCC)(CCCC)CCCC (tetrabutylammonium iodide). Solvent: ClCCl (dichloromethane). Reaction conditions: time 2.5 hour. The product is FC(C(=O)N(CCC)C1CC2=CC(=CC=C2CC1)O)(F)F (2,2,2-trifluoro-N-(7-hydroxy-1,2,3,4-tetrahydro-naphthalen-2-yl)-N-propyl-acetamide). Yield: 94.4%. RXN SMILES: [F:1][C:2]([F:22])([F:21])[C:3]([N:5]([CH:9]1[CH2:18][CH2:17][C:16]2[C:11](=[CH:12][C:13]([O:19]C)=[CH:14][CH:15]=2)[CH2:10]1)[CH2:6][CH2:7][CH3:8])=[O:4].B(Cl)(Cl)Cl>[I-].C([N+](CCCC)(CCCC)CCCC)CCC.ClCCl>[F:1][C:2]([F:21])([F:22])[C:3]([N:5]([CH:9]1[CH2:18][CH2:17][C:16]2[C:11](=[CH:12][C:13]([OH:19])=[CH:14][CH:15]=2)[CH2:10]1)[CH2:6][CH2:7][CH3:8])=[O:4] |f:2.3|. Procedure details: To a −78° C. solution of 2,2,2-trifluoro-N-(7-methoxy-1,2,3,4-tetrahydro-naphthalen-2-yl)-N-propyl-acetamide (3.4 g, 10.9 mmol) and tetrabutylammonium iodide (4.43 g, 12.0 mmol) in dichloromethane (200 mL) under an inert atmosphere boron trichloride (1 M, 27.2 mL) was added dropwise. The reaction was warmed to room temperature and stirred for 2.5 h. The reaction was quenched by the slow addition of water. The organic layer was separated and dried (MgSO4). This was concentrated onto silica (15 g)... Reactants: CCCCCCCCc1ccc(OCC2CO2)cc1, [Cl-], [H-], [Na+], [Na+], CN(C)C=O, c1ccc2[nH]ncc2c1. Yields the product CCCCCCCCc1ccc(OCC(O)Cn2ncc3ccccc32)cc1. As a reaction SMILES: [CH2:12]([CH2:13][CH2:14][CH2:15][CH2:16][CH2:17][CH2:18][CH3:19])[c:20]1[cH:21][cH:22][c:23]([O:24][CH2:25][CH:26]2[O:27][CH2:28]2)[cH:29][cH:30]1.[Cl-:31].[H-:1].[Na+:2].[Na+:32].[O:33]=[CH:34][N:35]([CH3:36])[CH3:37].[nH:3]1[n:4][cH:5][c:6]2[cH:7][cH:8][cH:9][cH:10][c:11]12>>[n:3]1([CH2:28][CH:26]([CH2:25][O:24][c:23]2[cH:22][cH:21][c:20]([CH2:12][CH2:13][CH2:14][CH2:15][CH2:16][CH2:17][CH2:18][CH3:19])[cH:30][cH:29]2)[OH:27])[n:4][cH:5][c:6]2[cH:7][cH:8][cH:9][cH:10][c:11]12. RXN SMILES: [CH3:41][S:42]([CH3:43])=[O:44].[CH3:45][c:46]1[cH:47][cH:48][cH:49][cH:50][cH:51]1.[Cl:21][c:22]1[cH:23][cH:24][c:25]([NH:28][C:29]([O:30][c:32]2[cH:33][cH:34][c:35]([N+:36]([O-:37])=[O:38])[cH:39][cH:40]2)=[O:31])[cH:26][n:27]1.[F:1][C:2]([c:3]1[cH:4][cH:5][c:6]([CH:9]2[NH:10][CH2:11][CH2:12][c:13]3[cH:14][cH:15][cH:16][cH:17][c:18]32)[cH:7][cH:8]1)([F:19])[F:20]>>[F:1][C:2]([c:3]1[cH:4][cH:5][c:6]([CH:9]2[N:10]([C:29]([NH:28][c:25]3[cH:24][cH:23][c:22]([Cl:21])[n:27][cH:26]3)=[O:30])[CH2:11][CH2:12][c:13]3[cH:14][cH:15][cH:16][cH:17][c:18]32)[cH:7][cH:8]1)([F:19])[F:20]. Yields the product O=C(Nc1ccc(Cl)nc1)N1CCc2ccccc2C1c1ccc(C(F)(F)F)cc1. The reactants are CS(C)=O, Cc1ccccc1, O=C(Nc1ccc(Cl)nc1)Oc1ccc([N+](=O)[O-])cc1, FC(F)(F)c1ccc(C2NCCc3ccccc32)cc1.